Dataset: the Open Reaction Database (ORD), a public repository of structured organic reaction records. Task: describe an organic reaction: reactants, conditions, products, and yield Starting materials: CC=1C=C(C=C2C=CC(NC12)=O)C1=CC=C(C=C1)O (8-methyl-6-[4-hydroxyphenyl]-2-(1H)-quinolone), C(CC)N=C=O (n-propylisocyanate), CO (Methanol). The solvent is C1CCOC1 (THF). The product is CC=1C=C(C=C2C=CC(NC12)=O)C1=CC=C(C=C1)OC(NCCC)=O (8-methyl-6-[4-(N-n-propylcarbamoyloxy)phenyl]-2-(1H)-quinolone). RXN SMILES: [CH3:1][C:2]1[CH:3]=[C:4]([C:13]2[CH:18]=[CH:17][C:16]([OH:19])=[CH:15][CH:14]=2)[CH:5]=[C:6]2[C:11]=1[NH:10][C:9](=[O:12])[CH:8]=[CH:7]2.[CH2:20]([N:23]=[C:24]=[O:25])[CH2:21][CH3:22].CO>C1COCC1>[CH3:1][C:2]1[CH:3]=[C:4]([C:13]2[CH:18]=[CH:17][C:16]([O:19][C:24](=[O:25])[NH:23][CH2:20][CH2:21][CH3:22])=[CH:15][CH:14]=2)[CH:5]=[C:6]2[C:11]=1[NH:10][C:9](=[O:12])[CH:8]=[CH:7]2. Procedure details: A solution of 8-methyl-6-[4-hydroxyphenyl]-2-(1H)-quinolone (0.30 g) and n-propylisocyanate (0.5 cm3) was heated under reflux in THF (10 cm3) under nitrogen for 50 hours. Methanol (10 cm3) was then added to dissolve solid material, followed by silica (Merck "MK 60.9385" [Trade Mark]) (10 g), and the volatile material was removed in vacuo. The residue was placed on top of a silica column (Merck "MK 60.9385") and eluted with chloroform:methanol, 19:1. Combination and evaporation of appropriate fra... Reactants: C(=O)=O (CO2), N1=CC=C(C=C1)C=O (4-pyridine carboxaldehyde), C(CC(=O)O)(=O)O (malonic acid), N1CCCCC1 (piperdine). The solvent is N1=CC=CC=C1 (pyridine). Run at temperature 100 celsius, time 0.5 hour. Product: N1=CC=C(C=C1)/C=C/C(=O)O (trans-3-(4-pyridyl)acrylic acid). Isolated yield 64.8%. As a reaction SMILES: [N:1]1[CH:6]=[CH:5][C:4]([CH:7]=O)=[CH:3][CH:2]=1.C(O)(=O)[CH2:10][C:11]([OH:13])=[O:12].N1CCCCC1.C(=O)=O>N1C=CC=CC=1>[N:1]1[CH:2]=[CH:3][C:4](/[CH:7]=[CH:10]/[C:11]([OH:13])=[O:12])=[CH:5][CH:6]=1. Procedure: To a solution of 4-pyridine carboxaldehyde (36.7 mL, 0.384 mol) and malonic acid (40g, 0.384 mol) in 31 mL of pyridine was added piperdine (0.12 mL) and the mixture was warmed to 100° C. Caution: large volumes of CO2 evolved. After 0.5 h, the reaction was cooled to room temperature (RT) and the solution solidified. This was triturated with 240 mL of water and filtered, and washed with 2×50 mL portions of water. The solid was dried overnight at 42° C. under vacuum (10 mm Hg) to provide 37.1 g of ... Starting materials: Cl.NC=1C=C(CNC2=NC=NC3=C(C=CC=C23)C(=O)N)C=CC1 (4-(3-Amino-benzylamino)-quinazoline-8-carboxylic acid amide hydrochloride), ClC1=NC=CC(=C1)C(F)(F)F (2-Chloro-4-trifluoromethyl-pyridine). Product: FC(C1=CC(=NC=C1)NC=1C=C(CNC2=NC=NC3=C(C=CC=C23)C(=O)N)C=CC1)(F)F (4-[3-(4-Trifluoromethyl-pyridin-2-ylamino)-benzylamino]-quinazoline-8-carboxylic acid amide). As a reaction SMILES: Cl.[NH2:2][C:3]1[CH:4]=[C:5]([CH:21]=[CH:22][CH:23]=1)[CH2:6][NH:7][C:8]1[C:17]2[C:12](=[C:13]([C:18]([NH2:20])=[O:19])[CH:14]=[CH:15][CH:16]=2)[N:11]=[CH:10][N:9]=1.Cl[C:25]1[CH:30]=[C:29]([C:31]([F:34])([F:33])[F:32])[CH:28]=[CH:27][N:26]=1>>[F:32][C:31]([F:34])([F:33])[C:29]1[CH:28]=[CH:27][N:26]=[C:25]([NH:2][C:3]2[CH:4]=[C:5]([CH:21]=[CH:22][CH:23]=2)[CH2:6][NH:7][C:8]2[C:17]3[C:12](=[C:13]([C:18]([NH2:20])=[O:19])[CH:14]=[CH:15][CH:16]=3)[N:11]=[CH:10][N:9]=2)[CH:30]=1 |f:0.1|. Procedure: The title compound was prepared according to Example 684 starting 4-(3-Amino-benzylamino)-quinazoline-8-carboxylic acid amide hydrochloride and 2-Chloro-4-trifluoromethyl-pyridine at 120° C. Reactants: ClC1=C(C(=NC2=CC(=CC(=C12)F)F)N1CC(N(CC1)C)=O)C (4-(4-chloro-5,7-difluoro-3-methylquinolin-2-yl)-1-methylpiperazin-2-one), O1CCN(CC1)C=1C=C(C=NC1)N (5-morpholinopyridin-3-amine). Run in C1(=CC=CC=C1)C (toluene). Product: FC1=C2C(=C(C(=NC2=CC(=C1)F)N1CC(N(CC1)C)=O)C)NC=1C=NC=C(C1)N1CCOCC1 (4-(5,7-difluoro-3-methyl-4-((5-(4-morpholinyl)-3-pyridinyl)amino)-2-quinolinyl)-1-methyl-2-piperazinone). As a reaction SMILES: Cl[C:2]1[C:11]2[C:6](=[CH:7][C:8]([F:13])=[CH:9][C:10]=2[F:12])[N:5]=[C:4]([N:14]2[CH2:19][CH2:18][N:17]([CH3:20])[C:16](=[O:21])[CH2:15]2)[C:3]=1[CH3:22].[O:23]1[CH2:28][CH2:27][N:26]([C:29]2[CH:30]=[C:31]([NH2:35])[CH:32]=[N:33][CH:34]=2)[CH2:25][CH2:24]1>C1(C)C=CC=CC=1>[F:12][C:10]1[CH:9]=[C:8]([F:13])[CH:7]=[C:6]2[C:11]=1[C:2]([NH:35][C:31]1[CH:32]=[N:33][CH:34]=[C:29]([N:26]3[CH2:27][CH2:28][O:23][CH2:24][CH2:25]3)[CH:30]=1)=[C:3]([CH3:22])[C:4]([N:14]1[CH2:19][CH2:18][N:17]([CH3:20])[C:16](=[O:21])[CH2:15]1)=[N:5]2. Procedure: Prepared according to Procedure H using 4-(4-chloro-5,7-difluoro-3-methylquinolin-2-yl)-1-methylpiperazin-2-one (31.0 mg, 0.095 mmol) and 5-morpholinopyridin-3-amine in toluene to give 4-(5,7-difluoro-3-methyl-4-((5-(4-morpholinyl)-3-pyridinyl)amino)-2-quinolinyl)-1-methyl-2-piperazinone. 1H NMR (400 MHz, chloroform-d) δ ppm 7.95 (1H, br. s.), 7.71 (1H, br. s.), 7.31 (1H, ddd, J=9.8, 2.6, 1.3 Hz), 6.94 (1H, d, J=13.1 Hz), 6.83 (1H, ddd, J=13.9, 8.6, 2.5 Hz), 6.60 (1H, s), 4.07 (2H, s), 3.84-3.91... The reactants are ClC(COC(=O)N1C2=CC=CC=C2C=2CCN(CC12)S(=O)(=O)CC1(CCOCC1)C(=O)OC)(Cl)Cl (2-(4-Methoxycarbonyl-tetrahydro-pyran-4-ylmethanesulfonyl)-1,2,3,4-tetrahydro-β-carboline-9-carboxylic acid 2,2,2-trichloro-ethyl ester), O.[OH-].[Li+] (lithium hydroxide monohydrate). Run in O1CCCC1 (tetrahydrofuran), CO (methanol), O (water). Reaction conditions: time 8 hour. Product: C1N(CCC=2C3=CC=CC=C3NC12)S(=O)(=O)CC1(CCOCC1)C(=O)O (4-(1,3,4,9-Tetrahydro-β-carboline-2-sulfonylmethyl)-tetrahydro-pyran-4-carboxylic Acid). Isolated yield 80.7%. As a reaction SMILES: ClC(Cl)(Cl)COC([N:7]1[C:19]2[CH2:18][N:17]([S:20]([CH2:23][C:24]3([C:30]([O:32]C)=[O:31])[CH2:29][CH2:28][O:27][CH2:26][CH2:25]3)(=[O:22])=[O:21])[CH2:16][CH2:15][C:14]=2[C:13]2[C:8]1=[CH:9][CH:10]=[CH:11][CH:12]=2)=O.O.[OH-].[Li+]>O1CCCC1.CO.O>[CH2:18]1[C:19]2[NH:7][C:8]3[C:13](=[CH:12][CH:11]=[CH:10][CH:9]=3)[C:14]=2[CH2:15][CH2:16][N:17]1[S:20]([CH2:23][C:24]1([C:30]([OH:32])=[O:31])[CH2:25][CH2:26][O:27][CH2:28][CH2:29]1)(=[O:21])=[O:22] |f:1.2.3|. Procedure: 2-(4-Methoxycarbonyl-tetrahydro-pyran-4-ylmethanesulfonyl)-1,2,3,4-tetrahydro-β-carboline-9-carboxylic acid 2,2,2-trichloro-ethyl ester (556 mg) and lithium hydroxide monohydrate (206 mg) in tetrahydrofuran (10 ml), methanol (10 ml) and water (10 ml) was heated to reflux for 8 h. The reaction was left to stand at room temperature overnight and then refluxed for a further 4 h. The mixture was evaporated under reduced pressure and the residue dissolved in water (25 ml) and washed with ethyl acetat... The reactants are C(C(=O)O)(=O)O (oxalic acid), COC(C=P(C1=CC=CC=C1)(C1=CC=CC=C1)C1=CC=CC=C1)=O (methyl(triphenylphosphoranylidene)acetate), FC(C(=O)O)(F)F (trifluoroacetic acid), C1(CCCCC1)N=C=NC1CCCCC1 (1,3-dicyclohexylcarbodiimide), CC1(OC2C(O1)C(CC2CO)N2N=NC1=C2N=C(N=C1NC1C(C1)C1=CC=CC=C1)SCCC)C (Tetrahydro-2,2-dimethyl-6-[7-[(2-phenylcyclopropyl)amino]-5-(propylthio)-3H-1,2,3-triazolo[4,5-d]pyrimidin-3-yl]-4H-cyclopenta-1,3-dioxole-4methanol). Run in C(C)(=O)OCC (ethyl acetate), CS(=O)C (dimethylsulphoxide), N1=CC=CC=C1 (pyridine). Conditions: time 5 hour. Yields the product OCC=CC1C(C(C(C1)N1N=NC2=C1N=C(N=C2NC2C(C2)C2=CC=CC=C2)SCCC)O)O (3-(3-Hydroxy-prop-1-enyl)-5-[7-[(2-phenylcyclopropyl)amino]-5-(propylthio)-3H-1,2,3-triazolo[4,5-d]pyrimidin-3-yl]-cyclopentane-1,2-diol). Isolated yield 196.9%. RXN SMILES: CC1(C)[O:6][CH:5]2[CH:7]([N:12]3[C:16]4[N:17]=[C:18]([S:31][CH2:32][CH2:33][CH3:34])[N:19]=[C:20]([NH:21][CH:22]5[CH2:24][CH:23]5[C:25]5[CH:30]=[CH:29][CH:28]=[CH:27][CH:26]=5)[C:15]=4[N:14]=[N:13]3)[CH2:8][CH:9](CO)[CH:4]2[O:3]1.F[C:37](F)(F)[C:38]([OH:40])=O.[CH:43]1(N=C=NC2CCCCC2)CCCCC1.COC(=O)C=P(C1C=CC=CC=1)(C1C=CC=CC=1)C1C=CC=CC=1.C(O)(=O)C(O)=O>CS(C)=O.C(OCC)(=O)C.N1C=CC=CC=1>[OH:40][CH2:38][CH:37]=[CH:43][CH:9]1[CH2:8][CH:7]([N:12]2[C:16]3[N:17]=[C:18]([S:31][CH2:32][CH2:33][CH3:34])[N:19]=[C:20]([NH:21][CH:22]4[CH2:24][CH:23]4[C:25]4[CH:26]=[CH:27][CH:28]=[CH:29][CH:30]=4)[C:15]=3[N:14]=[N:13]2)[CH:5]([OH:6])[CH:4]1[OH:3]. Procedure details: A solution of the product of Example 1, step (a) (1.6 g) in dimethylsulphoxide (15 ml) was treated with pyridine (0.25 g) followed by trifluoroacetic acid (0.18 g). To this mixture was added 1,3-dicyclohexylcarbodiimide (1.99 g). After stirring for 5 hours at the reaction mixture was treated with methyl(triphenylphosphoranylidene)acetate (1.72 g) and then stirred for a further 18 hours. The mixture was poured into ethyl acetate (300 ml) and treated with oxalic acid (1.59 g). After stirring for 3... Reactants: CC(C)CCCC(C)C1CC=C2C3=CCC4CC(OC(=O)c5ccccc5)CCC4(C)C3CCC21C, O=C([O-])O, COC(C)(C)C, O=C(OO)c1cccc(Cl)c1, [Na+], O. The product is CC(C)CCCC(C)C1CC2OC23C2=CCC4CC(OC(=O)c5ccccc5)CCC4(C)C2CCC13C. Reaction SMILES: [C:1]([c:2]1[cH:3][cH:4][cH:5][cH:6][cH:7]1)(=[O:8])[O:9][CH:10]1[CH2:11][CH:12]2[CH2:13][CH:14]=[C:15]3[C:16]4=[CH:17][CH2:18][CH:19]([CH:20]([CH2:21][CH2:22][CH2:23][CH:24]([CH3:25])[CH3:26])[CH3:27])[C:28]4([CH3:36])[CH2:29][CH2:30][CH:31]3[C:32]2([CH3:35])[CH2:33][CH2:34]1.[C:37]([O-:38])(=[O:39])[OH:40].[CH3:54][O:55][C:56]([CH3:57])([CH3:58])[CH3:59].[Cl:42][c:43]1[cH:44][cH:45][cH:46][c:47]([C:48]([O:49][OH:50])=[O:51])[cH:52]1.[Na+:41].[OH2:53]>>[C:1]([c:2]1[cH:3][cH:4][cH:5][cH:6][cH:7]1)(=[O:8])[O:9][CH:10]1[CH2:11][CH:12]2[CH2:13][CH:14]=[C:15]3[C:16]45[CH:17]([CH2:18][CH:19]([CH:20]([CH2:21][CH2:22][CH2:23][CH:24]([CH3:25])[CH3:26])[CH3:27])[C:28]4([CH3:36])[CH2:29][CH2:30][CH:31]3[C:32]2([CH3:35])[CH2:33][CH2:34]1)[O:38]5. Reaction SMILES: [NH2:1][C:2]1[C:3](=[O:15])[N:4]([CH2:12][CH2:13][CH3:14])[C:5](=[O:11])[N:6]([CH2:8][CH2:9][CH3:10])[CH:7]=1.[N:16]([O-])=O.[Na+].Cl.S(S([O-])=O)([O-])=O.[Na+].[Na+].[OH-].[Na+]>O>[NH2:1][C:2]1[C:3](=[O:15])[N:4]([CH2:12][CH2:13][CH3:14])[C:5](=[O:11])[N:6]([CH2:8][CH2:9][CH3:10])[C:7]=1[NH2:16] |f:1.2,4.5.6,7.8|. The solvent is O (water), O (water). The product is NC=1C(N(C(N(C1N)CCC)=O)CCC)=O (5,6-diamino-1,3-dipropyl-2,4-(1H,3H)pyrimidinedione). Procedure: A mixture of 5-amino-1,3-dipropyl-2,4-(1H,3H)-pyrimidinedione (52.8 g, 0.25 moles), sodium nitrite (20.7 g, 0.30 moles) and water (1000 ml) is prepared and treated with hydrochloric acid (12 N, 30 ml, 0.35 moles) after the method of Blicke (J. Am. Chem. Soc., 76, 2798 (1954)]. 6-Amino-1,3-dipropyl-5-nitroso-2,4-(1H,3H)pyrmidinedione is collected as described and is used as obtained in the next step. The nitroso compound is suspended in water (500 ml) and treated with sodium dithionite, added por... Reactants: nitroso, NC=1C(N(C(N(C1)CCC)=O)CCC)=O (5-amino-1,3-dipropyl-2,4-(1H,3H)-pyrimidinedione), N(=O)[O-].[Na+] (sodium nitrite), [OH-].[Na+] (sodium hydroxide), S(=O)([O-])S(=O)[O-].[Na+].[Na+] (sodium dithionite), Cl (hydrochloric acid), nitroso. Isolated yield 60.8%. The reactants are compound 337, ClC1=C(C(=O)C=2C=C(C(=O)O)C=CC2C)C=CC(=C1)NC1=C(C=C(C=C1)F)F (3-[2-Chloro-4-(2,4-difluorophenylamino)benzoyl]-4-methylbenzoic acid), C(CCC)ON (O-butyl-hydroxylamine). The product is ethyl acetate petroleum ether, C(CCC)ONC(C1=CC(=C(C=C1)C)C(C1=C(C=C(C=C1)NC1=C(C=C(C=C1)F)F)Cl)=O)=O (N-Butoxy-3-[2-chloro-4-(2,4-difluoro-phenylamino)-benzoyl]-4-methyl-benzamide). Reaction SMILES: [Cl:1][C:2]1[CH:19]=[C:18]([NH:20][C:21]2[CH:26]=[CH:25][C:24]([F:27])=[CH:23][C:22]=2[F:28])[CH:17]=[CH:16][C:3]=1[C:4]([C:6]1[CH:7]=[C:8]([CH:12]=[CH:13][C:14]=1[CH3:15])[C:9]([OH:11])=O)=[O:5].[CH2:29]([O:33][NH2:34])[CH2:30][CH2:31][CH3:32]>>[CH2:29]([O:33][NH:34][C:9](=[O:11])[C:8]1[CH:12]=[CH:13][C:14]([CH3:15])=[C:6]([C:4](=[O:5])[C:3]2[CH:16]=[CH:17][C:18]([NH:20][C:21]3[CH:26]=[CH:25][C:24]([F:27])=[CH:23][C:22]=3[F:28])=[CH:19][C:2]=2[Cl:1])[CH:7]=1)[CH2:30][CH2:31][CH3:32]. Reported procedure: Compound 424 (100 mg, 0.25 mmol) and O-butyl-hydroxylamine (63 mg, 0.50 mmol) were treated as described for compound 337. Flash chromatography (ethyl acetate/petroleum ether: graduated from 20/80 to 60/40) provided the title compound. 13C NMR (CDCl3) δ 195.4, 165.9, 159.3 (dd), 155.7 (dd), 148.3, 142.0, 139.8, 135.4, 133.8, 131.7, 129.5, 129.1, 128.6, 127.7, 124.6 (dd), 124.1 (dd), 116.2, 112.8, 111.7 (dd), 105.0 (dd), 76.9, 30.1, 20.4, 19.1, 13.8